The task is: describe an organic reaction: reactants, conditions, products, and yield. This data is from the Open Reaction Database (ORD), a public repository of structured organic reaction records. The reactants are CCOCc1nc2cnc3cc(Br)ccc3c2n1CCCOC(C)C, ClC(Cl)Cl, [NH4+], [OH-], O=C(OO)c1cccc(Cl)c1, Cc1ccc(S(=O)(=O)Cl)cc1. Product: CCOCc1nc2c(N)nc3cc(Br)ccc3c2n1CCCOC(C)C. As a reaction SMILES: [Br:1][c:2]1[cH:3][cH:4][c:5]2[c:6]3[c:7]([cH:8][n:9][c:10]2[cH:11]1)[n:12][c:13]([CH2:22][O:23][CH2:24][CH3:25])[n:14]3[CH2:15][CH2:16][CH2:17][O:18][CH:19]([CH3:20])[CH3:21].[CH:50]([Cl:51])([Cl:52])[Cl:53].[NH4+:37].[OH-:38].[OH:26][O:27][C:28]([c:29]1[cH:30][c:31]([Cl:32])[cH:33][cH:34][cH:35]1)=[O:36].[c:39]1([CH3:40])[cH:41][cH:42][c:43]([S:44]([Cl:45])(=[O:46])=[O:47])[cH:48][cH:49]1>>[Br:1][c:2]1[cH:3][cH:4][c:5]2[c:6]3[c:7]([c:8]([NH2:37])[n:9][c:10]2[cH:11]1)[n:12][c:13]([CH2:22][O:23][CH2:24][CH3:25])[n:14]3[CH2:15][CH2:16][CH2:17][O:18][CH:19]([CH3:20])[CH3:21]. Starting materials: NC(C)CCCC(C)(C)C1=CC(=C(C=C1)N)CC (2-amino-6-(4-amino-3-ethylphenyl)-6-methylheptane), Cl (hydrochloric acid), [H][H] (hydrogen), [H][H] (hydrogen), [H][H] (hydrogen). The reagents and catalysts are Nishimura catalyst. Product: NC(C)CCCC(C)(C)C1CC(C(CC1)N)CC (2-amino-6-(4-amino-3-ethylcyclohexyl)-6-methylheptane). As a reaction SMILES: [NH2:1][CH:2]([CH2:4][CH2:5][CH2:6][C:7]([C:10]1[CH:15]=[CH:14][C:13]([NH2:16])=[C:12]([CH2:17][CH3:18])[CH:11]=1)([CH3:9])[CH3:8])[CH3:3].Cl.[H][H]>>[NH2:1][CH:2]([CH2:4][CH2:5][CH2:6][C:7]([CH:10]1[CH2:15][CH2:14][CH:13]([NH2:16])[CH:12]([CH2:17][CH3:18])[CH2:11]1)([CH3:8])[CH3:9])[CH3:3]. Reported procedure: 10.0 Parts of 2-amino-6-(4-amino-3-ethylphenyl)-6-methylheptane in 120 parts of 1N aqueous hydrochloric acid were shaken with hydrogen at room temperature and atmospheric pressure with 1.0 parts Nishimura catalyst. After 46% of theory hydrogen had been taken up in 18 hours a further 1.0 parts of catalyst was added and 96% of theory hydrogen uptake was reached in the next 15 hours. The hydrogenation which ceased at 110% theory during the next 24 hours following a final 1.0 part catalyst addition,...